Task: describe an organic reaction: reactants, conditions, products, and yield. Dataset: the Open Reaction Database (ORD), a public repository of structured organic reaction records Reactants: CCOc1ncc(S(=O)(=O)N2CCN(CC)CC2)cc1-c1nc2c3n(nc2c(=O)[nH]1)CCCC3, CCCO, C[Si](C)(C)[N-][Si](C)(C)C, [K+]. The product is CCCOc1ncc(S(=O)(=O)N2CCN(CC)CC2)cc1-c1nc2c3n(nc2c(=O)[nH]1)CCCC3. Reaction SMILES: [CH2:1]([CH3:2])[O:3][c:4]1[n:5][cH:6][c:7]([S:24](=[O:25])(=[O:26])[N:27]2[CH2:28][CH2:29][N:30]([CH2:33][CH3:34])[CH2:31][CH2:32]2)[cH:8][c:9]1-[c:10]1[nH:11][c:12](=[O:23])[c:13]2[c:14]([n:15]1)[c:16]1[n:17]([n:18]2)[CH2:19][CH2:20][CH2:21][CH2:22]1.[CH2:45]([OH:46])[CH2:47][CH3:48].[CH3:35][Si:36]([N-:37][Si:38]([CH3:39])([CH3:40])[CH3:41])([CH3:42])[CH3:43].[K+:44]>>[CH2:1]([CH2:2][CH3:35])[O:3][c:4]1[n:5][cH:6][c:7]([S:24](=[O:25])(=[O:26])[N:27]2[CH2:28][CH2:29][N:30]([CH2:33][CH3:34])[CH2:31][CH2:32]2)[cH:8][c:9]1-[c:10]1[nH:11][c:12](=[O:23])[c:13]2[c:14]([n:15]1)[c:16]1[n:17]([n:18]2)[CH2:19][CH2:20][CH2:21][CH2:22]1. The reactants are CCN=C=NCCCN(C)C, CCCS(=O)(=O)Nc1ccc(F)c(C(=O)O)c1F, CN(C)C=O, O, On1nnc2ccccc21, Nc1cnc2[nH]nc(-n3ccnc3)c2c1. Yields the product CCCS(=O)(=O)Nc1ccc(F)c(C(=O)Nc2cnc3[nH]nc(-n4ccnc4)c3c2)c1F. As a reaction SMILES: [CH3:30][CH2:31][N:32]=[C:33]=[N:34][CH2:35][CH2:36][CH2:37][N:38]([CH3:39])[CH3:40].[F:1][c:2]1[c:3]([C:4](=[O:5])[OH:6])[c:7]([F:18])[cH:8][cH:9][c:10]1[NH:11][S:12](=[O:13])(=[O:14])[CH2:15][CH2:16][CH3:17].[O:56]=[CH:57][N:58]([CH3:59])[CH3:60].[OH2:29].[OH:19][n:20]1[c:21]2[c:22]([cH:23][cH:24][cH:25][cH:26]2)[n:27][n:28]1.[n:41]1(-[c:46]2[n:47][nH:48][c:49]3[n:50][cH:51][c:52]([NH2:55])[cH:53][c:54]23)[cH:42][n:43][cH:44][cH:45]1>>[F:1][c:2]1[c:3]([C:4](=[O:6])[NH:55][c:52]2[cH:51][n:50][c:49]3[nH:48][n:47][c:46](-[n:41]4[cH:42][n:43][cH:44][cH:45]4)[c:54]3[cH:53]2)[c:7]([F:18])[cH:8][cH:9][c:10]1[NH:11][S:12](=[O:13])(=[O:14])[CH2:15][CH2:16][CH3:17]. The product is C1(=CC=CC=C1)SC1=C(C=O)C=CC=C1 (2-(Phenylthio)benzaldehyde). Reactants: FC1=CC=C(C=O)C=C1 (4-fluorobenzaldehyde), C([O-])([O-])=O.[K+].[K+] (potassium carbonate), C1(=CC=CC=C1)S (benzenethiol). Solvent: CN1C(N(CC1)C)=O (1,3-dimethyl-2-imidazolidinone). Reported procedure: To a solution of 4-fluorobenzaldehyde (0.443 mL) in 1,3-dimethyl-2-imidazolidinone (6.4 mL) was added potassium carbonate (0.659 g). Then benzenethiol (0.326 mL) was added, and the resulting mixture was stirred at 120° C. for 2.5 hours. The reaction mixture was cooled to room temperature and then partitioned between diethyl ether (60 mL) and water (15 mL). The organic layer was washed successively with water (15 mL×2) and brine (15 mL), dried over anhydrous sodium sulfate and concentrated under ... Reaction conditions: temperature 120 celsius, time 2.5 hour. Reaction SMILES: F[C:2]1[CH:9]=[CH:8][C:5]([CH:6]=[O:7])=[CH:4][CH:3]=1.C(=O)([O-])[O-].[K+].[K+].[C:16]1([SH:22])[CH:21]=[CH:20][CH:19]=[CH:18][CH:17]=1>CN1CCN(C)C1=O>[C:16]1([S:22][C:8]2[CH:9]=[CH:2][CH:3]=[CH:4][C:5]=2[CH:6]=[O:7])[CH:21]=[CH:20][CH:19]=[CH:18][CH:17]=1 |f:1.2.3|. Reactants: ClCCCBr, CC(C)=O, ClCCCOc1ccc(CN2CCCCC2)nc1, [K+], [K+], Oc1ccc(CN2CCCCC2)nc1, O=C([O-])[O-]. Product: c1cc(CN2CCCCC2)ncc1OCCCN1CCCCC1. RXN SMILES: [Br:33][CH2:34][CH2:35][CH2:36][Cl:37].[CH3:44][C:45](=[O:46])[CH3:47].[Cl:1][CH2:2][CH2:3][CH2:4][O:5][c:6]1[cH:7][cH:8][c:9]([CH2:12][N:13]2[CH2:14][CH2:15][CH2:16][CH2:17][CH2:18]2)[n:10][cH:11]1.[K+:38].[K+:39].[N:19]1([CH2:25][c:26]2[n:27][cH:28][c:29]([OH:30])[cH:31][cH:32]2)[CH2:20][CH2:21][CH2:22][CH2:23][CH2:24]1.[O-:40][C:41]([O-:42])=[O:43]>>[CH2:2]([CH2:3][CH2:4][O:5][c:6]1[cH:7][cH:8][c:9]([CH2:12][N:13]2[CH2:14][CH2:15][CH2:16][CH2:17][CH2:18]2)[n:10][cH:11]1)[N:19]1[CH2:20][CH2:21][CH2:22][CH2:23][CH2:24]1. The reactants are C1(=CC=CC=C1)O (phenol), C1(=CC=CC=C1)C=1OCCN1 (2-phenyloxazoline), CCOCC (ether), carboxamide, substituted oxazolines, phenols. Solvent: O (water). Yields the product C1(=CC=CC=C1)C(=O)NCCOC1=CC=CC=C1 (PhCONHCH2CH2OPh). As a reaction SMILES: CCOCC.[C:6]1([OH:12])[CH:11]=[CH:10][CH:9]=[CH:8][CH:7]=1.[C:13]1([C:19]2[O:20][CH2:21][CH2:22][N:23]=2)[CH:18]=[CH:17][CH:16]=[CH:15][CH:14]=1>O>[C:13]1([C:19]([NH:23][CH2:22][CH2:21][O:12][C:6]2[CH:11]=[CH:10][CH:9]=[CH:8][CH:7]=2)=[O:20])[CH:18]=[CH:17][CH:16]=[CH:15][CH:14]=1. Procedure details: In German Pat. No. 1,062,253, A. Jager describes the preparation of various ether and carboxamide compounds by treating certain substituted oxazolines with certain phenols, with the exclusion of water. A mixture of phenol and 2-phenyloxazoline refluxed for 7 hours yielded PhCONHCH2CH2OPh as a product. Similarly, p-bis(oxazolinyl)benzene and phenol gave N,N'-bis(β-phenoxyethyl)terephthalamide. Finally, Jager found that a mixture of 2-phenyl-2-oxazoline and hydroquinone produced 1,4-bis(β-benzamid...